From a dataset of the Open Reaction Database (ORD), a public repository of structured organic reaction records. describe an organic reaction: reactants, conditions, products, and yield Procedure details: The title compound was prepared by the method of example 2 part (d) using the product from part (c). Reactants: ClC1=CC=C(C=C1)S(=O)(=O)C1=C(N(C2=CC=C(C=C12)C)CC(=O)O)C (3-[(4-chlorophenyl)sulfonyl]-2,5-dimethyl-1H-indol-1-acetic acid), C(C)OC(CN1C(=C(C2=CC(=CC=C12)C)S(=O)(=O)C1=CC=C(C=C1)Cl)C)=O (3-[(4-chlorophenyl)sulfonyl]-2,5-dimethyl-1H-indol-1-acetic acid ethyl ester). Product: ClC1=CC=C2C(=C(N(C2=C1)CC(=O)O)C)S(=O)(=O)C1=CC=C(C=C1)Cl (6-chloro-3-[(4-chlorophenyl)sulfonyl]-2-methyl-1H-indole-1-acetic acid). As a reaction SMILES: [Cl:1][C:2]1[CH:7]=[CH:6][C:5]([S:8]([C:11]2[C:19]3[C:14](=[CH:15][CH:16]=[C:17](C)[CH:18]=3)[N:13]([CH2:21][C:22]([OH:24])=[O:23])[C:12]=2[CH3:25])(=[O:10])=[O:9])=[CH:4][CH:3]=1.C(OC(=O)CN1C2C(=CC(C)=CC=2)C(S(C2C=CC([Cl:50])=CC=2)(=O)=O)=C1C)C>>[Cl:50][C:16]1[CH:15]=[C:14]2[C:19]([C:11]([S:8]([C:5]3[CH:4]=[CH:3][C:2]([Cl:1])=[CH:7][CH:6]=3)(=[O:10])=[O:9])=[C:12]([CH3:25])[N:13]2[CH2:21][C:22]([OH:24])=[O:23])=[CH:18][CH:17]=1. The reactants are C(C)OC(CN(C([C@@H](N)C(C)C)=O)CC1=CC=CC=C1)=O (N-benzyl-N-[(S)-valinyl]glycine ethyl ester), N1=CC=CC=C1 (pyridine). Run in C1(=CC=CC=C1)C (toluene). The product is C(C1=CC=CC=C1)N1C([C@@H](NC(C1)=O)C(C)C)=O (1-benzyl-2,5-dioxo-3(S)-isopropylpiperazine). Isolated yield 0.1%. Reaction SMILES: C([O:3][C:4](=O)[CH2:5][N:6]([CH2:14][C:15]1[CH:20]=[CH:19][CH:18]=[CH:17][CH:16]=1)[C:7](=[O:13])[C@H:8]([CH:10]([CH3:12])[CH3:11])[NH2:9])C.N1C=CC=CC=1>C1(C)C=CC=CC=1>[CH2:14]([N:6]1[CH2:5][C:4](=[O:3])[NH:9][C@@H:8]([CH:10]([CH3:12])[CH3:11])[C:7]1=[O:13])[C:15]1[CH:20]=[CH:19][CH:18]=[CH:17][CH:16]=1. Reported procedure: A solution of 4.2 gm (14.4 Mol) N-benzyl-N-[(S)-valinyl]glycine ethyl ester and 1.2 mL (0.98 mMol) pyridine in 85 mL toluene was heated at reflux for 3 hours. The reaction mixture was then concentrated under reduced pressure to provide 3.4 gm (96%) of the desired compound as an oily solid.